This data is from the Open Reaction Database (ORD), a public repository of structured organic reaction records. The task is: describe an organic reaction: reactants, conditions, products, and yield Starting materials: C(Cl)(Cl)Cl (Chloroform), C(C)(=O)NC=1N=C(C2=C(N1)N(C(S2)=O)[C@H]2[C@H](OC(C)=O)[C@H](OC(C)=O)[C@H](O2)COC(C)=O)OC(C)C (5-Acetylamino-7-isopropoxy-3-(2′,3′,5′-tri-O-acetyl-β-D-ribofuranosyl)-thiazolo[4,5-d]pyrimidin-2-one), C1CCOC1 (THF), C(=O)([O-])[O-].[K+].[K+] (K2CO3). The solvent is CO (methanol). Reaction conditions: time 18 hour. The product is NC=1N=C(C2=C(N1)N(C(S2)=O)[C@H]2[C@H](O)[C@H](O)[C@H](O2)CO)OC(C)C (5-Amino-7-isopropoxy-3-β-D-ribofuranosyl-thiazolo[4,5-d]pyrimidin-2-one). Reaction SMILES: C([NH:4][C:5]1[N:6]=[C:7]([O:33][CH:34]([CH3:36])[CH3:35])[C:8]2[S:13][C:12](=[O:14])[N:11]([C@@H:15]3[O:27][C@H:26]([CH2:28][O:29]C(=O)C)[C@@H:21]([O:22]C(=O)C)[C@H:16]3[O:17]C(=O)C)[C:9]=2[N:10]=1)(=O)C.C([O-])([O-])=O.[K+].[K+].C1COCC1.C(Cl)(Cl)Cl>CO>[NH2:4][C:5]1[N:6]=[C:7]([O:33][CH:34]([CH3:36])[CH3:35])[C:8]2[S:13][C:12](=[O:14])[N:11]([C@@H:15]3[O:27][C@H:26]([CH2:28][OH:29])[C@@H:21]([OH:22])[C@H:16]3[OH:17])[C:9]=2[N:10]=1 |f:1.2.3|. Reported procedure: Compound 27 (600 mg, 1.14 mmol) was dissolved in methanol (15 ml) under a dry nitrogen atmosphere. K2CO3 (31.5 mg, 0.2 mmol) was added and the mixture was stirred for 18 h periodically being monitored by TLC (1:1 THF:Chloroform). The reaction mixture was concentrated under vacuum and purified by flash column chromatography (3% methanol in chloroform). The isolated solid was triturated with ethyl ether yielding 210 mg (51%) of pure 28 as a white solid: 1H NMR (400 MHz, d6-DMSO) δ 6.83 (s, 2H), 5....